describe an organic reaction: reactants, conditions, products, and yield From a dataset of the Open Reaction Database (ORD), a public repository of structured organic reaction records. Reactants: CCOC(=O)c1nc(C#N)c2c(ccn2Cc2ccccc2)c1OC(C)=O, CC#N, O=C1CCC(=O)N1Br. Yields the product CCOC(=O)c1nc(C#N)c2c(c(Br)cn2Cc2ccccc2)c1OC(C)=O. RXN SMILES: [CH2:1]([CH3:2])[O:3][C:4](=[O:5])[c:6]1[c:7]([O:24][C:25]([CH3:26])=[O:27])[c:8]2[c:9]([c:10]([C:12]#[N:13])[n:11]1)[n:14]([CH2:17][c:18]1[cH:19][cH:20][cH:21][cH:22][cH:23]1)[cH:15][cH:16]2.[CH3:36][C:37]#[N:38].[O:28]=[C:29]1[N:30]([Br:35])[C:31](=[O:32])[CH2:33][CH2:34]1>>[CH2:1]([CH3:2])[O:3][C:4](=[O:5])[c:6]1[c:7]([O:24][C:25]([CH3:26])=[O:27])[c:8]2[c:9]([c:10]([C:12]#[N:13])[n:11]1)[n:14]([CH2:17][c:18]1[cH:19][cH:20][cH:21][cH:22][cH:23]1)[cH:15][c:16]2[Br:35]. Reactants: C(C=C)(=O)O (acrylic acid), stainless steel, glass, C(C=C)(=O)O (acrylic acid), N (ammonia), C(C=C)(=O)N (acrylamide). Solvent: O (water). Product: C(C=C)(=O)O.C(C=C)(=O)N (Acrylic Acid Acrylamide). Reaction SMILES: [C:1]([OH:5])(=[O:4])[CH:2]=[CH2:3].N.[C:7]([NH2:11])(=[O:10])[CH:8]=[CH2:9]>O>[C:1]([OH:5])(=[O:4])[CH:2]=[CH2:3].[C:7]([NH2:11])(=[O:10])[CH:8]=[CH2:9] |f:4.5|. Reported procedure: To a stainless steel beaker was charged 214 g. of glacial acrylic acid (Rohm and Haas Production Grade). While stirring with a magnetic stirrer, 29% aqueous ammonia (technical) was added and the temperature was maintained at ≤35° C. until the pH became 7.5 (about 1.5 hours). Distilled water was added to bring the total weight to 428 g. The solution was transferred to a 1 liter glass beaker and while stirring 1.07 g. of methone was added (0.5% based on the acrylic acid). It dissolved in about 10 ... The reactants are CCOC(=O)c1noc(-c2ccc(Cl)cc2)c1C, Cl, [Li+], C1CCOC1, [OH-], O, O. The product is Cc1c(C(=O)O)noc1-c1ccc(Cl)cc1. RXN SMILES: [Cl:1][c:2]1[cH:3][cH:4][c:5](-[c:8]2[c:9]([CH3:18])[c:10]([C:13](=[O:14])[O:15][CH2:16][CH3:17])[n:11][o:12]2)[cH:6][cH:7]1.[ClH:22].[Li+:21].[O:23]1[CH2:24][CH2:25][CH2:26][CH2:27]1.[OH-:20].[OH2:19].[OH2:28]>>[Cl:1][c:2]1[cH:3][cH:4][c:5](-[c:8]2[c:9]([CH3:18])[c:10]([C:13](=[O:14])[OH:15])[n:11][o:12]2)[cH:6][cH:7]1. Starting materials: CC(=O)C=1C=CC(=CC1O)O (2,4-dihydroxy actophenone), KHCO3, BrCCCCCCCC (1-bromooctane). Run in CN(C)C=O (DMF). Conditions: temperature 55 celsius, time 7 day. The product is OC1=C(C=CC(=C1)OCCCCCCCC)C(C)=O (1-(2-Hydroxy-4-octyloxy-phenyl)-ethanone). RXN SMILES: [CH3:1][C:2]([C:4]1[CH:5]=[CH:6][C:7]([OH:11])=[CH:8][C:9]=1[OH:10])=[O:3].Br[CH2:13][CH2:14][CH2:15][CH2:16][CH2:17][CH2:18][CH2:19][CH3:20]>CN(C=O)C>[OH:10][C:9]1[CH:8]=[C:7]([O:11][CH2:13][CH2:14][CH2:15][CH2:16][CH2:17][CH2:18][CH2:19][CH3:20])[CH:6]=[CH:5][C:4]=1[C:2](=[O:3])[CH3:1]. Reported procedure: A slurry of 2,4-dihydroxy actophenone (3.8 g; 25 mmol) and KHCO3 (2.75 g; 27.5 mmol) in DMF (50 mL) was stirred at 50° C. for 1 hour and then added 1-bromooctane (4.75 mL; 27.5 mmol). The reaction mixture was stirred at 50-60° C. for 7 days, poured onto H2O (100 mL) and the aqueous phase extracted with diethyl ether (3×). The combined organic fractions was dried (MgSO4), filtered, evaporated to dryness and purified by column chromatography (SiO2; EtOAc/PE80-100° C.=1:10) to yield 4.39 g (66%) as... Reactants: BrC=1C=C2C=C(NC2=CC1F)C(O[SiH](C)C)C(C(C)C)(C)C (5-bromo-2[dimethyl-(1,1,2-trimethyl-propyl)-silanyloxymethyl]-6-fluoro-1H-indole), C(C)(C)(C)OC(=O)N1S(O[C@H](C1)C)(=O)=O ((S)-5-methyl-2,2-dioxo-[1,2,3]oxathiazolidine-3-carboxylic acid tert-butyl ester). Yields the product C(C)(C)(C)OC(=O)N1CC=2N(C=3C=C(C(=CC3C2)Br)F)[C@@H](C1)C ((R)-8-Bromo-7-fluoro-4-methyl-3,4-dihydro-1H-pyrazino[1,2-a]indole-2-carboxylic acid tert-butyl ester). Reaction SMILES: [Br:1][C:2]1[CH:3]=[C:4]2[C:8](=[CH:9][C:10]=1[F:11])[NH:7][C:6]([CH:12](C(C)(C)C(C)C)O[SiH](C)C)=[CH:5]2.[C:23]([O:27][C:28]([N:30]1[CH2:34][C@H:33]([CH3:35])OS1(=O)=O)=[O:29])([CH3:26])([CH3:25])[CH3:24]>>[C:23]([O:27][C:28]([N:30]1[CH2:34][C@@H:33]([CH3:35])[N:7]2[C:8]3[CH:9]=[C:10]([F:11])[C:2]([Br:1])=[CH:3][C:4]=3[CH:5]=[C:6]2[CH2:12]1)=[O:29])([CH3:26])([CH3:25])[CH3:24]. Reported procedure: The title compound, ISP-MS: m/e=383.2 ([M+H]+) and m.p. 116-118° C., was prepared in accordance with the general method of example 81e and f) from 5-bromo-2[dimethyl-(1,1,2-trimethyl-propyl)-silanyloxymethyl]-6-fluoro-1H-indole and (S)-5-methyl-2,2-dioxo-[1,2,3]oxathiazolidine-3-carboxylic acid tert-butyl ester. The reactants are FC(C1=CC(=NC=2N1N=CC2C(=O)O)C2=CC=C(C=C2)C(F)(F)F)F (7-difluoromethyl-5-(4-trifluoromethyl-phenyl)-pyrazolo[1,5-a]pyrimidine-3-carboxylic acid), OCC(C)(C)C1=C(C=CC(=C1[N+](=O)[O-])C)S(=O)(=O)N ((2-hydroxy-1,1-dimethyl-ethyl)-4-methyl-3-nitro-benzenesulfonamide). Yields the product OCC(C)(C)NS(=O)(=O)C=1C=CC(=C(C1)NC(=O)C=1C=NN2C1N=C(C=C2C(F)F)C2=CC=C(C=C2)C(F)(F)F)C (7-Difluoromethyl-5-(4-trifluoromethyl-phenyl)-pyrazolo[1,5-a]pyrimidine-3-carboxylic acid[5-(2-hydroxy-1,1-dimethyl-ethylsulfamoyl)-2-methyl-phenyl]-amide). RXN SMILES: [F:1][CH:2]([F:25])[C:3]1[N:8]2[N:9]=[CH:10][C:11]([C:12](O)=[O:13])=[C:7]2[N:6]=[C:5]([C:15]2[CH:20]=[CH:19][C:18]([C:21]([F:24])([F:23])[F:22])=[CH:17][CH:16]=2)[CH:4]=1.OCC([C:31]1[C:36]([N+:37]([O-])=O)=[C:35]([CH3:40])[CH:34]=[CH:33][C:32]=1[S:41]([NH2:44])(=[O:43])=[O:42])(C)C>>[OH:13][CH2:12][C:11]([NH:44][S:41]([C:32]1[CH:33]=[CH:34][C:35]([CH3:40])=[C:36]([NH:37][C:12]([C:11]2[CH:10]=[N:9][N:8]3[C:3]([CH:2]([F:25])[F:1])=[CH:4][C:5]([C:15]4[CH:16]=[CH:17][C:18]([C:21]([F:24])([F:22])[F:23])=[CH:19][CH:20]=4)=[N:6][C:7]=23)=[O:13])[CH:31]=1)(=[O:42])=[O:43])([CH3:10])[CH3:7]. Procedure: The title compound was prepared from 7-difluoromethyl-5-(4-trifluoromethyl-phenyl)-pyrazolo[1,5-a]pyrimidine-3-carboxylic acid (example C.1) and 3-amino-N-(2-hydroxy-1,1-dimethyl-ethyl)-4-methyl-benzenesulfonamide (example B.11) according to general procedure II. Light yellow solid. MS (ISP) 596.1 [(M−H−]; mp 214° C. Procedure details: Following the procedure of Recl. Trav. Chim. Pays-Bas 88(11): 1263 (1969), 4-Chloro-pyridin-2-ylamine (A) (6.8 g, 67 mmol) was carefully dissolved in H2SO4 (45.2 ml) at 0° C. Nitric acid (2.3 ml) was added, maintaining the temperature at 0° C. The solution was stirred at 5° C. for 2 days. After it was judged complete by TLC (40% ethyl acetate/hexane), the mixture was carefully made basic with the addition of solid Na2CO3. The mixture was then extracted with ethyl acetate several times. The ethyl... Reactants: C(C)(C)(C)OC(=O)N1CCNCC1 (t-butyl-1-piperazine carboxylate), CCN(C(C)C)C(C)C (DIEA), ClC1=CC(=NC=C1)N (4-Chloro-pyridin-2-ylamine), [N+](=O)(O)[O-] (Nitric acid), C(=O)([O-])[O-].[Na+].[Na+] (Na2CO3). As a reaction SMILES: Cl[C:2]1[CH:7]=[CH:6][N:5]=[C:4]([NH2:8])[CH:3]=1.[N+:9]([O-:12])(O)=[O:10].C([O-])([O-])=O.[Na+].[Na+].[C:19]([O:23][C:24]([N:26]1[CH2:31][CH2:30][NH:29][CH2:28][CH2:27]1)=[O:25])([CH3:22])([CH3:21])[CH3:20].CCN(C(C)C)C(C)C>OS(O)(=O)=O.CS(C)=O.C(OCC)(=O)C.CCCCCC>[C:19]([O:23][C:24]([N:26]1[CH2:31][CH2:30][N:29]([C:2]2[CH:7]=[CH:6][N:5]=[C:4]([NH2:8])[C:3]=2[N+:9]([O-:12])=[O:10])[CH2:28][CH2:27]1)=[O:25])([CH3:22])([CH3:20])[CH3:21] |f:2.3.4,9.10|. Conditions: temperature 0 celsius, time 2 day. The solvent is C(C)(=O)OCC.CCCCCC (ethyl acetate hexane), CS(=O)C (DMSO), OS(=O)(=O)O (H2SO4). The product is C(C)(C)(C)OC(=O)N1CCN(CC1)C1=C(C(=NC=C1)N)[N+](=O)[O-] (4-(2-Amino-3-nitro-pyridin-4-yl)-piperazine-1-carboxylic acid tert-butyl ester). Yield: 13.0%. Starting materials: ClC1=NC=C(C=O)C=C1 (6-chloronicotinaldehyde), NCCS (2-aminoethanethiol). The solvent is C1=CC=CC=C1 (benzene). Conditions: time 5 hour. Product: ClC1=NC=C(C=C1)C1SCCN1 (2-(2-chloro-5-pyridyl)thiazolidine). The yield is 89.9%. Reaction SMILES: [Cl:1][C:2]1[CH:9]=[CH:8][C:5]([CH:6]=O)=[CH:4][N:3]=1.[NH2:10][CH2:11][CH2:12][SH:13]>C1C=CC=CC=1>[Cl:1][C:2]1[CH:9]=[CH:8][C:5]([CH:6]2[NH:10][CH2:11][CH2:12][S:13]2)=[CH:4][N:3]=1. Procedure details: A solution composed of 6-chloronicotinaldehyde (14.2 g), 2-aminoethanethiol (7.7 g) and benzene (80 ml) was heated with stirring for 5 hours while removing water as an azeotrope. After the reaction, benzene was distilled off under reduced pressure, and further volatile materials were removed at 1 mmHg and 70° C. to give 2-(2-chloro-5-pyridyl)thiazolidine (18 g) as a residue. Ten grams of 2-(2-chloro-5-pyridyl)thiazolidine was dissolved in 100 ml of ethanol, and sodium borohydride was added. With...